From a dataset of the Open Reaction Database (ORD), a public repository of structured organic reaction records. describe an organic reaction: reactants, conditions, products, and yield RXN SMILES: [CH3:13][CH2:14][OH:15].[CH3:1][c:2]1[cH:3][c:4]([N+:10]([O-:11])=[O:12])[c:5]([O:8][CH3:9])[cH:6][cH:7]1>>[CH3:1][c:2]1[cH:3][c:4]([NH2:10])[c:5]([O:8][CH3:9])[cH:6][cH:7]1. Product: COc1ccc(C)cc1N. Reactants: CCO, COc1ccc(C)cc1[N+](=O)[O-].